describe an organic reaction: reactants, conditions, products, and yield From a dataset of the Open Reaction Database (ORD), a public repository of structured organic reaction records. The reactants are ClCCl, N, O, ClP(Cl)Cl, O=C(c1ccncc1)[N+]1([O-])CCC(=C2c3ccccc3CCn3ccnc32)CC1. Yields the product O=C(c1ccncc1)N1CCC(=C2c3ccccc3CCn3ccnc32)CC1. Reaction SMILES: [Cl:5][CH2:6][Cl:7].[NH3:37].[OH2:38].[P:1]([Cl:2])([Cl:3])[Cl:4].[n:8]1[cH:9][cH:10][n:11]2[c:12]1[C:13](=[C:22]1[CH2:23][CH2:24][N+:25]([C:28](=[O:29])[c:30]3[cH:31][cH:32][n:33][cH:34][cH:35]3)([O-:36])[CH2:26][CH2:27]1)[c:14]1[c:15]([cH:18][cH:19][cH:20][cH:21]1)[CH2:16][CH2:17]2>>[n:8]1[cH:9][cH:10][n:11]2[c:12]1[C:13](=[C:22]1[CH2:23][CH2:24][N:25]([C:28](=[O:29])[c:30]3[cH:31][cH:32][n:33][cH:34][cH:35]3)[CH2:26][CH2:27]1)[c:14]1[c:15]([cH:18][cH:19][cH:20][cH:21]1)[CH2:16][CH2:17]2. Reactants: NC1=C(C=NN1C1=C(C=CC=C1)OC)C(=O)N (5-amino-1-(2-methoxyphenyl)-1H-pyrazole-4-carboxamide), NC1=C(C(=NN1C1CCCC1)C)C#N (5-amino-1-cyclopentyl-3-methyl-1H-pyrazole-4-carbonitrile). The product is NC1=C(C(=NN1C1CCCC1)C)C(=O)N (5-amino-1-cyclopentyl-3-methyl-1H-pyrazole-4-carboxamide). RXN SMILES: [NH2:1][C:2]1[N:6]([C:7]2[CH:12]=[CH:11][CH:10]=[CH:9]C=2OC)[N:5]=[CH:4][C:3]=1[C:15]([NH2:17])=[O:16].N[C:19]1N(C2CCCC2)N=C(C)C=1C#N>>[NH2:1][C:2]1[N:6]([CH:7]2[CH2:12][CH2:11][CH2:10][CH2:9]2)[N:5]=[C:4]([CH3:19])[C:3]=1[C:15]([NH2:17])=[O:16]. Procedure: Following the procedure for the preparation of 5-amino-1-(2-methoxyphenyl)-1H-pyrazole-4-carboxamide but substituting 5-amino-1-cyclopentyl-3-methyl-1H-pyrazole-4-carbonitrile provided the title compound. 1H NMR (300 MHz, CDCl3): δ 5.39 (br, 2H), 5.32 (br, 2H), 4.26 (m, 1H), 2.38 (s, 3H), 2.04 (m, 4H), 1.9 (m, 2H), 1.66 (m, 2H). The solvent is CN(C=O)C (N,N-dimethylformamide). Procedure details: Methyl 3,5-bis(methoxymethoxy)-2-(4-methoxybenzoyl)phenylacetate (490 mg, 1.2 mmol) obtained in Example 134, Step 2 was dissolved in N,N-dimethylformamide (10 mL), and N-bromosuccinimide (220 mg, 1.2 mmol) was added thereto, followed by stirring at room temperature for 3 hours. To the reaction mixture was added water for liquid separation, and the aqueous layer was extracted with ethyl acetate. The organic layers were combined, dried over anhydrous sodium sulfate, and then concentrated under red... Reaction SMILES: [CH3:1][O:2][CH2:3][O:4][C:5]1[C:6]([C:20](=[O:29])[C:21]2[CH:26]=[CH:25][C:24]([O:27][CH3:28])=[CH:23][CH:22]=2)=[C:7]([CH2:15][C:16]([O:18][CH3:19])=[O:17])[CH:8]=[C:9]([O:11][CH2:12][O:13][CH3:14])[CH:10]=1.[Br:30]N1C(=O)CCC1=O.O>CN(C)C=O>[CH3:14][O:13][CH2:12][O:11][C:9]1[C:8]([Br:30])=[C:7]([CH2:15][C:16]([O:18][CH3:19])=[O:17])[C:6]([C:20](=[O:29])[C:21]2[CH:22]=[CH:23][C:24]([O:27][CH3:28])=[CH:25][CH:26]=2)=[C:5]([O:4][CH2:3][O:2][CH3:1])[CH:10]=1. Reaction conditions: time 3 hour. Isolated yield 89.7%. The product is COCOC=1C(=C(C(=C(C1)OCOC)C(C1=CC=C(C=C1)OC)=O)CC(=O)OC)Br (methyl 3,5-bis(methoxymethoxy)-2-bromo-6-(4-methoxybenzoyl)phenylacetate). Reactants: BrN1C(CCC1=O)=O (N-bromosuccinimide), COCOC=1C(=C(C=C(C1)OCOC)CC(=O)OC)C(C1=CC=C(C=C1)OC)=O (methyl 3,5-bis(methoxymethoxy)-2-(4-methoxybenzoyl)phenylacetate), O (water). The reactants are CN(C)c1ccncc1, C(=NC1CCCCC1)=NC1CCCCC1, OCCN1CCCNCC1, Cn1nc(-c2ccccc2-c2cc3ccccc3o2)cc1C(=O)O. The product is Cn1nc(-c2ccccc2-c2cc3ccccc3o2)cc1C(=O)N1CCCN(CCO)CC1. As a reaction SMILES: [CH3:50][N:51]([c:52]1[cH:53][cH:54][n:55][cH:56][cH:57]1)[CH3:58].[CH:35]1([N:36]=[C:37]=[N:38][CH:39]2[CH2:40][CH2:41][CH2:42][CH2:43][CH2:44]2)[CH2:45][CH2:46][CH2:47][CH2:48][CH2:49]1.[N:25]1([CH2:32][CH2:33][OH:34])[CH2:26][CH2:27][NH:28][CH2:29][CH2:30][CH2:31]1.[o:1]1[c:2](-[c:10]2[c:11](-[c:16]3[cH:17][c:18]([C:22](=[O:23])[OH:24])[n:19]([CH3:21])[n:20]3)[cH:12][cH:13][cH:14][cH:15]2)[cH:3][c:4]2[c:5]1[cH:6][cH:7][cH:8][cH:9]2>>[o:1]1[c:2](-[c:10]2[c:11](-[c:16]3[cH:17][c:18]([C:22](=[O:24])[N:28]4[CH2:27][CH2:26][N:25]([CH2:32][CH2:33][OH:34])[CH2:31][CH2:30][CH2:29]4)[n:19]([CH3:21])[n:20]3)[cH:12][cH:13][cH:14][cH:15]2)[cH:3][c:4]2[c:5]1[cH:6][cH:7][cH:8][cH:9]2.